From a dataset of the Open Reaction Database (ORD), a public repository of structured organic reaction records. describe an organic reaction: reactants, conditions, products, and yield Reactants: Cl (Hydrogen chloride), C(C)(C)(C)OC(=O)N1C(=N[C@H]([C@H]1C1=CC=CC=C1)C1=CC=CC=C1)NCC1=CC=C(C=C1)F (2-(4-Fluorobenzylamino)-cis-4,5-diphenyl-4,5-dihydro-imidazole-1-carboxylic acid tert-butyl ester). The solvent is CCOC(=O)C (EtOAc). Conditions: time 8 hour. The product is Cl.C1(=CC=CC=C1)[C@@H]1N=C(N[C@@H]1C1=CC=CC=C1)NCC1=CC=C(C=C1)F ((cis-4,5-Diphenyl-4,5-dihydro-1H-imidazol-2-yl)-(4-fluorobenzyl)amine hydrochloride). As a reaction SMILES: [ClH:1].C(OC([N:9]1[C@H:13]([C:14]2[CH:19]=[CH:18][CH:17]=[CH:16][CH:15]=2)[C@H:12]([C:20]2[CH:25]=[CH:24][CH:23]=[CH:22][CH:21]=2)[N:11]=[C:10]1[NH:26][CH2:27][C:28]1[CH:33]=[CH:32][C:31]([F:34])=[CH:30][CH:29]=1)=O)(C)(C)C>CCOC(C)=O>[ClH:1].[C:14]1([C@H:13]2[C@@H:12]([C:20]3[CH:25]=[CH:24][CH:23]=[CH:22][CH:21]=3)[NH:11][C:10]([NH:26][CH2:27][C:28]3[CH:29]=[CH:30][C:31]([F:34])=[CH:32][CH:33]=3)=[N:9]2)[CH:15]=[CH:16][CH:17]=[CH:18][CH:19]=1 |f:3.4|. Procedure details: Hydrogen chloride is bubbled into a solution of 85 (0.69 g, 1.58 mmol) in EtOAc (40 mL) for 2 min, and the solution is stirred at RT overnight and then at 45° C. for 3 h. The solvent is removed by rotary evaporation, and the residue crystallized from dichloromethane and Et2O to give 0.52 g of the product 86. 1H NMR (DMSO-d6) δ 9.80-8.40 (m, 3 H), 7.60-7.45 (m, 2 H), 7.35-7.25 (m, 2 H), 7.15-6.95 (m, 6 H), 6.95-6.80 (m, 4 H), 5.50 (s, 2 H), 4.58 (d, 2 H); MS: m/z 346 (M++1). Starting materials: C(C1=CC=CC=C1)C1NCCC2=CC(=C(C=C12)OC)OC (1-benzyl-6,7-dimethoxy-1,2,3,4-tetrahydroisoquinoline). The solvent is Br (HBr). Yields the product C(C1=CC=CC=C1)C1NCCC2=CC(=C(C=C12)O)O (1-benzyl-6,7-dihydroxy-1,2,3,4-tetrahydroisoquinoline). The yield is 83.2%. RXN SMILES: [CH2:1]([CH:8]1[C:17]2[C:12](=[CH:13][C:14]([O:20]C)=[C:15]([O:18]C)[CH:16]=2)[CH2:11][CH2:10][NH:9]1)[C:2]1[CH:7]=[CH:6][CH:5]=[CH:4][CH:3]=1>Br>[CH2:1]([CH:8]1[C:17]2[C:12](=[CH:13][C:14]([OH:20])=[C:15]([OH:18])[CH:16]=2)[CH2:11][CH2:10][NH:9]1)[C:2]1[CH:3]=[CH:4][CH:5]=[CH:6][CH:7]=1. Reported procedure: Treat 1-benzyl-6,7-dimethoxy-1,2,3,4-tetrahydroisoquinoline (10 g) with 48% HBr (100 mL) and heat the mixture at reflux under nitrogen for 2 h. Cool the mixture to room temperature and allow crystals to form overnight. Collect the crystals and wash with cold ethanol to give 7.5 g of the title compound as its HBr salt, mp=233°-236° C. Procedure: In 75 mL of anhydrous THF were added 17.29 mL (75 mmol) of hexamethyldisilazane and 30 mL (75 mmol) of N-butyllithium (2.5M in hexane) at 0° C. under nitrogen. After stirring for one hour, 7.65 mL (75 mmol) of benzaldehyde was added at room temperature, and the mixture was refluxed for 3 hours. Then, 9.52 mL (75 mmol) of freshly distilled trimethylsilyl chloride was added with a syringe. The mixture was refluxed for 2 hours. A white precipitate formed during this process. The reaction mixture wa... Run in C1CCOC1 (THF). Product: C[Si](C)(C)N=CC1=CC=CC=C1 (N-trimethylsilylbenzaldimine). RXN SMILES: [CH3:1][Si:2]([CH3:9])([CH3:8])[NH:3][Si](C)(C)C.[Li+].CCC[CH2-].[CH:15](=O)[C:16]1[CH:21]=[CH:20][CH:19]=[CH:18][CH:17]=1.C[Si](Cl)(C)C>C1COCC1>[CH3:1][Si:2]([N:3]=[CH:15][C:16]1[CH:21]=[CH:20][CH:19]=[CH:18][CH:17]=1)([CH3:9])[CH3:8] |f:1.2|. Starting materials: C[Si](N[Si](C)(C)C)(C)C (hexamethyldisilazane), [Li+].CCC[CH2-] (N-butyllithium), C[Si](C)(C)Cl (trimethylsilyl chloride), C(C1=CC=CC=C1)=O (benzaldehyde). Reaction conditions: time 1 hour. The yield is 79.7%. Reactants: C(C)(=O)NC12CC3CC(CC(C1)C3)C2 (1-acetylaminoadamantane), ON1C(C=2C(C1=O)=CC=CC2)=O (N-hydroxyphthalimide), vanadium(III)acetylacetonato. Run in C(C)(=O)O (acetic acid). Yields the product C(C)(=O)NC12CC3(CC(CC(C1)C3)C2)O (1-acetylamino-3-adamantanol), compound 2, C(C)(=O)NC12CC3C(C(CC(C1)C3)C2)=O (1-acetylamino-4-adamantanone). As a reaction SMILES: [C:1]([NH:4][C:5]12[CH2:14][CH:9]3[CH2:10][CH:11]([CH2:13][CH:7]([CH2:8]3)[CH2:6]1)[CH2:12]2)(=[O:3])[CH3:2].[OH:15]N1C(=O)C2=CC=CC=C2C1=O>C(O)(=O)C>[C:1]([NH:4][C:5]12[CH2:14][CH:9]3[CH2:10][CH:11]([CH2:13][C:7]([OH:15])([CH2:8]3)[CH2:6]1)[CH2:12]2)(=[O:3])[CH3:2].[C:1]([NH:4][C:5]12[CH2:14][CH:9]3[CH2:10][CH:11]([CH2:13][CH:7]([C:8]3=[O:15])[CH2:6]1)[CH2:12]2)(=[O:3])[CH3:2]. Procedure: Mixture of 10 mmole 1-acetylaminoadamantane (Aldrich chemical Company, Inc.), 1 mmole of N-hydroxyphthalimide (NHPI), 0.05 mmole of vanadium(III)acetylacetonato (V(AA)3) and 25 mL of acetic acid was stirred under an oxygen atmosphere and the conditions represented in Table 1 (temperature and time). The products in the reaction mixture were analyzed by gas chromatography, and, as a result, 1-acetylamino-3-adamantanol (compound 1), 1-acetylamino-3,5-adamatanediol (compound 2) and 1-acetylamino-4-a... The reactants are FC1=CC=C(C=C1)N1C(C(=C(C=C1)I)C(=O)NC1=CC=C(C=C1)OC1=C2C(=NC=C1)C=C(O2)C2=CC=CC=C2)=O (1-(4-fluorophenyl)-4-iodo-2-oxo-N-{4-[(2-phenylfuro[3,2-b]pyridin-7-yl)oxy]phenyl}-1,2-dihydropyridine-3-carboxamide), [O-]CC.[Na+] (sodium ethoxide). Conditions: time 1 hour. Yields the product C1(=CC=CC=C1)C1=CC2=NC=CC(=C2O1)OC1=CC=C(C=C1)NC(=O)C=1C(N(C=CC1OCC)C1=CC=C(C=C1)F)=O (4-Ethoxy-1-(4-fluoro-phenyl)-2-oxo-1,2-dihydro-pyridine-3-carboxylic acid [4-(2-phenyl-furo[3,2-b]pyridin-7-yloxy)-phenyl]-amide). Isolated yield 101.8%. RXN SMILES: [F:1][C:2]1[CH:7]=[CH:6][C:5]([N:8]2[CH:13]=[CH:12][C:11](I)=[C:10]([C:15]([NH:17][C:18]3[CH:23]=[CH:22][C:21]([O:24][C:25]4[CH:30]=[CH:29][N:28]=[C:27]5[CH:31]=[C:32]([C:34]6[CH:39]=[CH:38][CH:37]=[CH:36][CH:35]=6)[O:33][C:26]=45)=[CH:20][CH:19]=3)=[O:16])[C:9]2=[O:40])=[CH:4][CH:3]=1.[O-:41][CH2:42][CH3:43].[Na+]>>[C:34]1([C:32]2[O:33][C:26]3[C:27](=[N:28][CH:29]=[CH:30][C:25]=3[O:24][C:21]3[CH:22]=[CH:23][C:18]([NH:17][C:15]([C:10]4[C:9](=[O:40])[N:8]([C:5]5[CH:6]=[CH:7][C:2]([F:1])=[CH:3][CH:4]=5)[CH:13]=[CH:12][C:11]=4[O:41][CH2:42][CH3:43])=[O:16])=[CH:19][CH:20]=3)[CH:31]=2)[CH:39]=[CH:38][CH:37]=[CH:36][CH:35]=1 |f:1.2|. Reported procedure: To a dry 5 mL sealed tube with stirbar was added 1-(4-fluorophenyl)-4-iodo-2-oxo-N-{4-[(2-phenylfuro[3,2-b]pyridin-7-yl)oxy]phenyl}-1,2-dihydropyridine-3-carboxamide (46.30 mg; 0.07 mmol; 1.00 eq.) and the vial was sealed and flushed with N2. To the vial was added dry THF (1.00 ml) via syringe and then sodium ethoxide (0.04 ml; 0.09 mmol; 1.30 eq.) (21% solution in ethanol) was slowly added via syringe and the reaction mixture was stirred at room temperature for 1 h. The solution was concentrate... Starting materials: O=C1CCc2cc(Br)ccc21, Cn1cccc1C#N. Product: Cn1c(C#N)ccc1-c1ccc2c(c1)CCC2=O. As a reaction SMILES: [Br:1][c:2]1[cH:3][c:4]2[c:8]([cH:9][cH:10]1)[C:7](=[O:11])[CH2:6][CH2:5]2.[CH3:12][n:13]1[c:14]([C:18]#[N:19])[cH:15][cH:16][cH:17]1>>[c:2]1(-[c:17]2[n:13]([CH3:12])[c:14]([C:18]#[N:19])[cH:15][cH:16]2)[cH:3][c:4]2[c:8]([cH:9][cH:10]1)[C:7](=[O:11])[CH2:6][CH2:5]2.